From a dataset of the Open Reaction Database (ORD), a public repository of structured organic reaction records. describe an organic reaction: reactants, conditions, products, and yield The reagents and catalysts are [Cl-].[Zn+2].[Cl-] (zinc chloride). Procedure: To a solution of zinc chloride (4.66 g, 34.2 mmol) in diethyl ether (100 ml) was added sodium borohydride (2.59 g, 68.4 mmol), and the mixture was stirred at room temperature for 30 min. Insoluble material was filtered off, and a solution of ethyl 3-(3-chlorophenyl)-3-oxo-2-[3-(1,1,2,2-tetrafluoroethoxy)benzyl]propanoate (7.40 g, 17.1 mmol) in diethyl ether (30 ml) was added to the filtrate at 0° C. The mixture was stirred for 30 min. and 1N hydrochloric acid was added to the reaction solution t... Run at time 30 minute. Product: ClC=1C=C(C=CC1)C(C(C(=O)OCC)CC1=CC(=CC=C1)OC(C(F)F)(F)F)O (ethyl (2RS,3RS)-3-(3-chlorophenyl)-3-hydroxy-2-[3-(1,1,2,2-tetrafluoroethoxy)benzyl]propanoate). RXN SMILES: [BH4-].[Na+].[Cl:3][C:4]1[CH:5]=[C:6]([C:10](=[O:31])[CH:11]([CH2:17][C:18]2[CH:23]=[CH:22][CH:21]=[C:20]([O:24][C:25]([F:30])([F:29])[CH:26]([F:28])[F:27])[CH:19]=2)[C:12]([O:14][CH2:15][CH3:16])=[O:13])[CH:7]=[CH:8][CH:9]=1.Cl.O>C(OCC)C.[Cl-].[Zn+2].[Cl-]>[Cl:3][C:4]1[CH:5]=[C:6]([CH:10]([OH:31])[CH:11]([CH2:17][C:18]2[CH:23]=[CH:22][CH:21]=[C:20]([O:24][C:25]([F:30])([F:29])[CH:26]([F:28])[F:27])[CH:19]=2)[C:12]([O:14][CH2:15][CH3:16])=[O:13])[CH:7]=[CH:8][CH:9]=1 |f:0.1,6.7.8|. Run in C(C)OCC (diethyl ether), C(C)OCC (diethyl ether). The reactants are ClC=1C=C(C=CC1)C(C(C(=O)OCC)CC1=CC(=CC=C1)OC(C(F)F)(F)F)=O (ethyl 3-(3-chlorophenyl)-3-oxo-2-[3-(1,1,2,2-tetrafluoroethoxy)benzyl]propanoate), O (water), Cl (hydrochloric acid), [BH4-].[Na+] (sodium borohydride). The reactants are ClC=1N=CC=2N(C(C3(CN(C2N1)C(C)C)CC3)=O)C (2′-chloro-9′-isopropyl-5′-methyl-8′,9′-dihydrospiro[cyclopropane-1,7′-pyrimido[5,4-b][1,4]diazepin]-6′(5′H)-one), ClC=1N=CC=2N(C(C3(CN(C2N1)C(C)C)CC3)=O)C (2′-chloro-9′-isopropyl-5′-methyl-8′,9′-dihydrospiro[cyclopropane-1,7′-pyrimido[5,4-b][1,4]diazepin]-6′(5′H)-one), NC1=CC(=C(C(=O)N[C@H]2CN(CC2)C)C=C1Cl)F (4-amino-5-chloro-2-fluoro-N-[(3R)-1-methylpyrrolidin-3-yl]benzamide), NC1=CC(=C(C(=O)N[C@H]2CN(CC2)C)C=C1Cl)F (4-amino-5-chloro-2-fluoro-N-[(3R)-1-methylpyrrolidin-3-yl]benzamide), CC1(C2=C(C(=CC=C2)P(C3=CC=CC=C3)C4=CC=CC=C4)OC5=C(C=CC=C51)P(C6=CC=CC=C6)C7=CC=CC=C7)C (XANTPHOS), C([O-])([O-])=O.[Cs+].[Cs+] (Caesium carbonate). The reagents and catalysts are [Pd+2].C(C1=CC=CC=C1)=CC(=O)C=CC1=CC=CC=C1.C(C1=CC=CC=C1)=CC(=O)C=CC1=CC=CC=C1.C(C1=CC=CC=C1)=CC(=O)C=CC1=CC=CC=C1 (tris(dibenzylideneacetone) palladium (II)). Solvent: O1CCOCC1 (1,4-dioxane). Reaction conditions: temperature 100 celsius. Product: ClC=1C(=CC(=C(C(=O)N[C@H]2CN(CC2)C)C1)F)NC=1N=CC=2N(C(C3(CN(C2N1)C(C)C)CC3)=O)C ((R)-5-chloro-2-fluoro-4-(9′-isopropyl-5′-methyl-6′-oxo-5′,6′,8′,9′-tetrahydrospiro[cyclopropane-1,7′-pyrimido[5,4-b][1,4]diazepine]-2′-ylamino)-N-(1-methylpyrrolidin-3-yl)benzamide). The yield is 89.6%. Reaction SMILES: Cl[C:2]1[N:3]=[CH:4][C:5]2[N:6]([CH3:19])[C:7](=[O:18])[C:8]3([CH2:17][CH2:16]3)[CH2:9][N:10]([CH:13]([CH3:15])[CH3:14])[C:11]=2[N:12]=1.[NH2:20][C:21]1[C:35]([Cl:36])=[CH:34][C:24]([C:25]([NH:27][C@@H:28]2[CH2:32][CH2:31][N:30]([CH3:33])[CH2:29]2)=[O:26])=[C:23]([F:37])[CH:22]=1.CC1(C)C2C(=C(P(C3C=CC=CC=3)C3C=CC=CC=3)C=CC=2)OC2C(P(C3C=CC=CC=3)C3C=CC=CC=3)=CC=CC1=2.C(=O)([O-])[O-].[Cs+].[Cs+]>O1CCOCC1.[Pd+2].C(=CC(C=CC1C=CC=CC=1)=O)C1C=CC=CC=1.C(=CC(C=CC1C=CC=CC=1)=O)C1C=CC=CC=1.C(=CC(C=CC1C=CC=CC=1)=O)C1C=CC=CC=1>[Cl:36][C:35]1[C:21]([NH:20][C:2]2[N:3]=[CH:4][C:5]3[N:6]([CH3:19])[C:7](=[O:18])[C:8]4([CH2:17][CH2:16]4)[CH2:9][N:10]([CH:13]([CH3:15])[CH3:14])[C:11]=3[N:12]=2)=[CH:22][C:23]([F:37])=[C:24]([CH:34]=1)[C:25]([NH:27][C@@H:28]1[CH2:32][CH2:31][N:30]([CH3:33])[CH2:29]1)=[O:26] |f:3.4.5,7.8.9.10|. Procedure details: 2′-chloro-9′-isopropyl-5′-methyl-8′,9′-dihydrospiro[cyclopropane-1,7′-pyrimido[5,4-b][1,4]diazepin]-6′(5′H)-one (Intermediate 208; 88 mg, 0.32 mmol), 4-amino-5-chloro-2-fluoro-N-[(3R)-1-methylpyrrolidin-3-yl]benzamide (Intermediate 207; 101 mg, 0.36 mmol) and XANTPHOS (17 mg, 0.03 mmol) were dissolved in 1,4-dioxane (7.5 mL). Caesium carbonate (229 mg, 0.65 mmol) was added and the system purged with a stream of nitrogen for 15 minutes before tris(dibenzylideneacetone) palladium (II) (18 mg, 0.02... The reactants are C(CCCCCCCCCCCCC)(=O)O (myristic acid), S(=O)(Cl)Cl (thionyl chloride). The solvent is ClC=C(Cl)Cl (trichloroethylene). Product: C(CCCCCCCCCCCCC)(=O)Cl (Myristoyl chloride). Reaction SMILES: [C:1]([OH:16])(=O)[CH2:2][CH2:3][CH2:4][CH2:5][CH2:6][CH2:7][CH2:8][CH2:9][CH2:10][CH2:11][CH2:12][CH2:13][CH3:14].S(Cl)([Cl:19])=O>ClC=C(Cl)Cl>[C:1]([Cl:19])(=[O:16])[CH2:2][CH2:3][CH2:4][CH2:5][CH2:6][CH2:7][CH2:8][CH2:9][CH2:10][CH2:11][CH2:12][CH2:13][CH3:14]. Procedure details: Myristoyl chloride was synthesized by refluxing myristic acid (7.0 g) and thionyl chloride (9 ml) in trichloroethylene (100 ml) for 3 h. The solvent was then evaporated. Reactants: C(C)(=O)O (acetic acid), FC1=CC=C(C(=O)C2=CC=C(CN3C=C(C4=C3N=C(NC4=O)SC)C)C=C2)C=C1 (7-[4-(4-Fluorobenzoyl)benzyl]-5-methyl-2-methylthio-7H-pyrrolo[2,3-d]pyrimidin-4(3H)-one). Reagents/catalysts: [Ni] (Raney nickel). Run in COCCOC (DME), C(C)(=O)OCC (ethyl acetate), CO (methanol). The product is FC1=CC=C(C(=O)C2=CC=C(CN3C=C(C4=C3N=CNC4=O)C)C=C2)C=C1 (7-[4-(4-Fluorobenzoyl)benzyl]-5-methyl-7H-pyrrolo[2,3-d]pyrimidin-4(3H)-one). Isolated yield 77.0%. Reaction SMILES: [F:1][C:2]1[CH:29]=[CH:28][C:5]([C:6]([C:8]2[CH:27]=[CH:26][C:11]([CH2:12][N:13]3[C:17]4[N:18]=[C:19](SC)[NH:20][C:21](=[O:22])[C:16]=4[C:15]([CH3:25])=[CH:14]3)=[CH:10][CH:9]=2)=[O:7])=[CH:4][CH:3]=1.C(O)(=O)C>COCCOC.C(OCC)(=O)C.CO.[Ni]>[F:1][C:2]1[CH:29]=[CH:28][C:5]([C:6]([C:8]2[CH:27]=[CH:26][C:11]([CH2:12][N:13]3[C:17]4[N:18]=[CH:19][NH:20][C:21](=[O:22])[C:16]=4[C:15]([CH3:25])=[CH:14]3)=[CH:10][CH:9]=2)=[O:7])=[CH:4][CH:3]=1. Reported procedure: 7-[4-(4-Fluorobenzoyl)benzyl]-5-methyl-2-methylthio-7H-pyrrolo[2,3-d]pyrimidin-4(3H)-one (775 mg) was dissolved in a mixture of DME (100 ml), ethyl acetate (100 ml) and methanol (80 ml). After addition of acetic acid (2.5 ml), Raney nickel was added. After confirming disapperance of the starting compound, the catalyst was filtered off. The solvent was then distilled off under reduced pressure. The residue was pulverized with ether, and the crystalline powder was collected by filtration, rinsed w... Reactants: CN1C=C(C2=CC=CC=C12)[C@@H](C)[C@@H]1C(N[C@@H](C(N1)=O)CC1=NC=CC=C1)=O ((3R,6R)-3-[(R)-1-(1-methylindol-3-yl)ethyl]-6-(2-pyridylmethyl)piperazine-2,5-dione), CI (methyl iodide). The product is [I-].CN1C=C(C2=CC=CC=C12)[C@@H](C)[C@@H]1C(N[C@@H](C(N1)=O)C[CH2+]1N(C=CC=C1)C)=O ((3R,6R)-3-[(R)-1-(1-methylindol-3-yl)ethyl]-6-(1-methyl-2-pyridiniomethyl)piperazine-2,5-dione iodide). As a reaction SMILES: [CH3:1][N:2]1[C:10]2[C:5](=[CH:6][CH:7]=[CH:8][CH:9]=2)[C:4]([C@H:11]([C@H:13]2[NH:18][C:17](=[O:19])[C@@H:16]([CH2:20][C:21]3[CH:26]=[CH:25][CH:24]=[CH:23][N:22]=3)[NH:15][C:14]2=[O:27])[CH3:12])=[CH:3]1.[CH3:28][I:29]>>[I-:29].[CH3:1][N:2]1[C:10]2[C:5](=[CH:6][CH:7]=[CH:8][CH:9]=2)[C:4]([C@H:11]([C@H:13]2[NH:18][C:17](=[O:19])[C@@H:16]([CH2:20][CH2+:21]3[CH:26]=[CH:25][CH:24]=[CH:23][N:22]3[CH3:28])[NH:15][C:14]2=[O:27])[CH3:12])=[CH:3]1 |f:2.3|. Procedure: A mixture of (3R,6R)-3-[(R)-1-(1-methylindol-3-yl)ethyl]-6-(2-pyridylmethyl)piperazine-2,5-dione (0.10 g) and methyl iodide (5 ml) was stirred under reflux for 4 days. After evaporation of the excess methyl iodide, crude oily residue was washed with chloroform and ether, and dried in vacuo to give (3R,6R)-3-[(R)-1-(1-methylindol-3-yl)ethyl]-6-(1-methyl-2-pyridiniomethyl)piperazine-2,5-dione iodide as a solid (0.12 g).